Dataset: the Open Reaction Database (ORD), a public repository of structured organic reaction records. Task: describe an organic reaction: reactants, conditions, products, and yield The reactants are COC(=O)C(Cc1ccccc1)NS(C)(=O)=O, CO, ClCCl, [K+], [Li+], [OH-], O, O=S(=O)([O-])O. As a reaction SMILES: [CH3:1][O:2][C:3]([CH:4]([CH2:5][c:6]1[cH:7][cH:8][cH:9][cH:10][cH:11]1)[NH:12][S:13](=[O:14])(=[O:15])[CH3:16])=[O:17].[CH3:29][OH:30].[Cl:26][CH2:27][Cl:28].[K+:25].[Li+:19].[OH-:18].[OH2:31].[S:20](=[O:21])(=[O:22])([OH:23])[O-:24]>>[O:2]=[C:3]([CH:4]([CH2:5][c:6]1[cH:7][cH:8][cH:9][cH:10][cH:11]1)[NH:12][S:13](=[O:14])(=[O:15])[CH3:16])[OH:17]. Yields the product CS(=O)(=O)NC(Cc1ccccc1)C(=O)O. Reaction SMILES: [C:30](=[O:31])([O-:32])[O-:33].[CH3:1][O:2][C:3]([c:4]1[c:5](-[c:22]2[c:23]([CH3:28])[cH:24][cH:25][cH:26][cH:27]2)[cH:6][c:7]([CH2:10][O:11][NH:12][CH2:13][c:14]2[cH:15][c:16]([F:21])[cH:17][c:18]([F:20])[cH:19]2)[cH:8][cH:9]1)=[O:29].[CH3:46][CH2:47][O:48][C:49]([CH3:50])=[O:51].[I:36][CH2:37][CH2:38][CH2:39][CH3:40].[K+:34].[K+:35].[O:41]=[CH:42][N:43]([CH3:44])[CH3:45]>>[CH3:1][O:2][C:3]([c:4]1[c:5](-[c:22]2[c:23]([CH3:28])[cH:24][cH:25][cH:26][cH:27]2)[cH:6][c:7]([CH2:10][O:11][N:12]([CH2:13][c:14]2[cH:15][c:16]([F:21])[cH:17][c:18]([F:20])[cH:19]2)[CH2:37][CH2:38][CH2:39][CH3:40])[cH:8][cH:9]1)=[O:29]. The reactants are O=C([O-])[O-], COC(=O)c1ccc(CONCc2cc(F)cc(F)c2)cc1-c1ccccc1C, CCOC(C)=O, CCCCI, [K+], [K+], CN(C)C=O. The product is CCCCN(Cc1cc(F)cc(F)c1)OCc1ccc(C(=O)OC)c(-c2ccccc2C)c1. Reactants: N1(CCCCCC1)CCN1CCC(CC1)NC(=O)C=1NC2=CC=CC(=C2C1)OCC1CC1 (4-Cyclopropylmethoxy-1H-indole-2-carboxylic acid [1-(2-azepan-1-yl-ethyl)-piperidin-4-yl]-amide), Cl.Cl.Cl.NC1CCN(CC1)CCN1CCC(CC1)O (1-[2-(4-Amino-piperidin-1-yl)-ethyl]-piperidin-4-ol tri-hydrochloride). The product is OC1CCN(CC1)CCN1CCC(CC1)NC(=O)C=1NC2=CC=CC(=C2C1)OCC1CC1 (4-Cyclopropylmethoxy-1H-indole-2-carboxylic acid {1-[2-(4-hydroxy-piperidin-1-yl)-ethyl]-piperidin-4-yl}-amide). RXN SMILES: [N:1]1([CH2:8][CH2:9][N:10]2[CH2:15][CH2:14][CH:13]([NH:16][C:17]([C:19]3[NH:20][C:21]4[C:26]([CH:27]=3)=[C:25]([O:28][CH2:29][CH:30]3[CH2:32][CH2:31]3)[CH:24]=[CH:23][CH:22]=4)=[O:18])[CH2:12][CH2:11]2)[CH2:7]C[CH2:5][CH2:4][CH2:3][CH2:2]1.Cl.Cl.Cl.NC1CCN(CCN2CCC([OH:51])CC2)CC1>>[OH:51][CH:4]1[CH2:5][CH2:7][N:1]([CH2:8][CH2:9][N:10]2[CH2:15][CH2:14][CH:13]([NH:16][C:17]([C:19]3[NH:20][C:21]4[C:26]([CH:27]=3)=[C:25]([O:28][CH2:29][CH:30]3[CH2:31][CH2:32]3)[CH:24]=[CH:23][CH:22]=4)=[O:18])[CH2:12][CH2:11]2)[CH2:2][CH2:3]1 |f:1.2.3.4|. Reported procedure: This compound is synthesized analogously to Example 1 from 4-Cyclopropylmethoxy-1H-indole-2-carboxylic acid 77 (preparation see Example 4) and amine 21. Starting materials: C(C)(C)(C)OC(NC=1SC(=C(N1)C)C#C)=O ((5-ethynyl-4-methyl-thiazol-2-yl)-carbamic acid tert-butyl ester). Reagents/catalysts: [Pd] (Pd on charcoal). The solvent is C(C)(=O)OCC (ethyl acetate). Yields the product C(C)(C)(C)OC(NC=1SC(=C(N1)C)CC)=O ((5-Ethyl-4-methyl-thiazol-2-yl)-carbamic acid tert-butyl ester). Isolated yield 92.8%. RXN SMILES: [C:1]([O:5][C:6](=[O:16])[NH:7][C:8]1[S:9][C:10]([C:14]#[CH:15])=[C:11]([CH3:13])[N:12]=1)([CH3:4])([CH3:3])[CH3:2]>C(OCC)(=O)C.[Pd]>[C:1]([O:5][C:6](=[O:16])[NH:7][C:8]1[S:9][C:10]([CH2:14][CH3:15])=[C:11]([CH3:13])[N:12]=1)([CH3:4])([CH3:3])[CH3:2]. Procedure details: The above prepared (5-ethynyl-4-methyl-thiazol-2-yl)-carbamic acid tert-butyl ester (0.420 g, 1.76 mmol) was dissolved in 12 mL of ethyl acetate and hydrogenated over 0.200 g of Pd on charcoal (10%) at atmospheric pressure and ambient temperature over night. Filtration over a pad of Celite and evaporation off all solvents yielded 0.396 g of the title product as light brown viscous oil, sufficiently pure for the next step. Reactants: OC1=CC(=NC=2N1N=C(N2)CO)C(=O)OC (7-hydroxy-2-hydroxymethyl-5-methoxycarbonyl-s-triazolo[1,5-a]pyrimidine), [BH4-].[Na+] (sodium borohydride). Run in C(C)O (ethanol), C(C)O (ethanol). Reaction conditions: time 3 hour. Product: OC1=CC(=NC=2N1N=C(N2)CO)CO (7-hydroxy-2,5-bis(hydroxymethyl)-s-triazolo[1,5-a]pyrimidine). Isolated yield 91.9%. Reaction SMILES: [OH:1][C:2]1[N:7]2[N:8]=[C:9]([CH2:11][OH:12])[N:10]=[C:6]2[N:5]=[C:4]([C:13](OC)=[O:14])[CH:3]=1.[BH4-].[Na+]>C(O)C>[OH:1][C:2]1[N:7]2[N:8]=[C:9]([CH2:11][OH:12])[N:10]=[C:6]2[N:5]=[C:4]([CH2:13][OH:14])[CH:3]=1 |f:1.2|. Reported procedure: In 4 liters of ethanol was suspended 48.94 g of 7-hydroxy-2-hydroxymethyl-5-methoxycarbonyl-s-triazolo[1,5-a]pyrimidine, and 33 g of sodium borohydride was added little by little thereto and then the mixture was stirred at room temperature for 3 hours and then refluxed for 4 hours. A residue obtained by removing ethanol was dissolved in 2 liters of water, and 500 ml of Amberlite IRC-50 (H+) (trade name) was added thereto and stirred. Subsequently, the mixture was filtered and after removing wate... Starting materials: C1(CCCC1)CN(C(CCCC(=O)C1=CC=C(C=C1)N1C=NC=C1)C)CC=C (5-[(cyclopentylmethyl)(2-propenyl)amino]-1-[4-(1H-imidazol-1-yl)-phenyl]hexan-1-one), [BH4-].[Na+] (sodium borohydride). Yields the product C1(CCCC1)CN(C(CCCC(O)C1=CC=C(C=C1)N1C=NC=C1)C)CC=C (α-[4-[(Cyclopentylmethyl)(2-propenyl)amino]pentyl]-4-(1H-imidazol-1-yl)benzenemethanol). RXN SMILES: [CH:1]1([CH2:6][N:7]([CH2:26][CH:27]=[CH2:28])[CH:8]([CH3:25])[CH2:9][CH2:10][CH2:11][C:12]([C:14]2[CH:19]=[CH:18][C:17]([N:20]3[CH:24]=[CH:23][N:22]=[CH:21]3)=[CH:16][CH:15]=2)=[O:13])[CH2:5][CH2:4][CH2:3][CH2:2]1.[BH4-].[Na+]>>[CH:1]1([CH2:6][N:7]([CH2:26][CH:27]=[CH2:28])[CH:8]([CH3:25])[CH2:9][CH2:10][CH2:11][CH:12]([C:14]2[CH:19]=[CH:18][C:17]([N:20]3[CH:24]=[CH:23][N:22]=[CH:21]3)=[CH:16][CH:15]=2)[OH:13])[CH2:5][CH2:4][CH2:3][CH2:2]1 |f:1.2|. Reported procedure: In a manner similar to Example 27, react 5-[(cyclopentylmethyl)(2-propenyl)amino]-1-[4-(1H-imidazol-1-yl)-phenyl]hexan-1-one with sodium borohydride to obtain the title compound. Starting materials: CCCCO, Clc1ccnc(Cl)n1, Cl, Nc1cc(Cl)ccc1Cl. Product: Clc1ccc(Cl)c(Nc2ccnc(Cl)n2)c1. Reaction SMILES: [CH2:19]([OH:20])[CH2:21][CH2:22][CH3:23].[Cl:1][c:2]1[n:3][cH:4][cH:5][c:6]([Cl:8])[n:7]1.[ClH:18].[NH2:9][c:10]1[cH:11][c:12]([Cl:13])[cH:14][cH:15][c:16]1[Cl:17]>>[Cl:1][c:2]1[n:3][cH:4][cH:5][c:6]([NH:9][c:10]2[cH:11][c:12]([Cl:13])[cH:14][cH:15][c:16]2[Cl:17])[n:7]1. Reactants: [BH4-].[Na+] (Sodium borohydride), C(C1=CC=CC=C1)N1CC(C(CC1)=O)CC1=CC=CC=C1 (1,3-dibenzylpiperidin-4-one). The solvent is CO (methanol). Conditions: time 1 hour. Yields the product C(C1=CC=CC=C1)N1CC(C(CC1)O)CC1=CC=CC=C1 (1,3-dibenzyl-4-hydroxypiperidine). As a reaction SMILES: [BH4-].[Na+].[CH2:3]([N:10]1[CH2:15][CH2:14][C:13](=[O:16])[CH:12]([CH2:17][C:18]2[CH:23]=[CH:22][CH:21]=[CH:20][CH:19]=2)[CH2:11]1)[C:4]1[CH:9]=[CH:8][CH:7]=[CH:6][CH:5]=1>CO>[CH2:3]([N:10]1[CH2:15][CH2:14][CH:13]([OH:16])[CH:12]([CH2:17][C:18]2[CH:23]=[CH:22][CH:21]=[CH:20][CH:19]=2)[CH2:11]1)[C:4]1[CH:5]=[CH:6][CH:7]=[CH:8][CH:9]=1 |f:0.1|. Procedure details: Sodium borohydride (0.3 g, 9.0 mmole) was added to the stirred solution of 1,3-dibenzylpiperidin-4-one (1.8 g, 6.45 mmole) in methanol (25 ml) at 0-5° C. over a period of 5 min, and stirring was continued for 1 hr at ambient temperature. The reaction mixture was concentrated to dryness, triturated with water (20 ml) and extracted with ethyl acetate. The ethyl acetate extract was dried (Na2SO4) and concentrated to dryness to furnish 1,3-dibenzyl-4-hydroxypiperidine as oil. Yield 1.7 g (91%), C19H... Yields the product CC(OS(=O)(=O)c1ccc2ccccc2c1)C(F)(F)F. The reactants are Cc1ccccc1, CC(O)C(F)(F)F, [H-], [Na+], O, O=S(=O)(Cl)c1ccc2ccccc2c1. RXN SMILES: [CH3:15][c:16]1[cH:17][cH:18][cH:19][cH:20][cH:21]1.[F:22][C:23]([CH:24]([CH3:25])[OH:26])([F:27])[F:28].[H-:29].[Na+:30].[OH2:31].[cH:1]1[c:2]([S:11](=[O:12])(=[O:13])[Cl:14])[cH:3][cH:4][c:5]2[cH:6][cH:7][cH:8][cH:9][c:10]12>>[cH:1]1[c:2]([S:11](=[O:12])(=[O:13])[O:26][CH:24]([C:23]([F:22])([F:27])[F:28])[CH3:25])[cH:3][cH:4][c:5]2[cH:6][cH:7][cH:8][cH:9][c:10]12. Starting materials: Cl[Si](C(C)C)(C(C)C)C(C)C (chlorotriisopropylsilane), [H-].[Na+] (sodium hydride), C(CC)(O)O (n-propandiol), O1CCCC1 (tetrahydrofuran), O1CCCC1 (tetrahydrofuran). Conditions: time 15 minute. Product: C(C)(C)[Si](OCCCO)(C(C)C)C(C)C (3-(Triisopropylsilyloxy)propan-1-ol). The yield is 94.0%. Reaction SMILES: [H-].[Na+].[CH:3]([OH:7])(O)[CH2:4][CH3:5].Cl[Si:9]([CH:16]([CH3:18])[CH3:17])([CH:13]([CH3:15])[CH3:14])[CH:10]([CH3:12])[CH3:11].[O:19]1CCCC1>>[CH:10]([Si:9]([CH:16]([CH3:18])[CH3:17])([CH:13]([CH3:15])[CH3:14])[O:19][CH2:5][CH2:4][CH2:3][OH:7])([CH3:12])[CH3:11] |f:0.1|. Procedure details: To a solution of sodium hydride (60% dispersion in mineral oil, 2.68 g, 0.067 mol) in tetrahydrofuran (112 mL) at 0° C. under an atmosphere of nitrogen was added n-propandiol (5 g, 0.067 mol) in tetrahydrofuran (36 mL), and the mixture was stirred for 15 min at the same temperature, warmed up to room temperature and stirred for 30 min. After cooling to 0° C., chlorotriisopropylsilane (18.2 mL, 0.067 mol) was added dropwise to reaction mixture and the mixture was stirred with gradual warming to a...